From a dataset of the Open Reaction Database (ORD), a public repository of structured organic reaction records. describe an organic reaction: reactants, conditions, products, and yield Starting materials: C=O, ClCCl, O=C(O)C(F)(F)F, Brc1ccc(OC2CNC2)cn1. Product: CN1CC(Oc2ccc(Br)nc2)C1. RXN SMILES: [CH2:20]=[O:21].[Cl:22][CH2:23][Cl:24].[F:1][C:2]([F:3])([F:4])[C:5]([OH:6])=[O:7].[NH:8]1[CH2:9][CH:10]([O:12][c:13]2[cH:14][cH:15][c:16]([Br:19])[n:17][cH:18]2)[CH2:11]1>>[CH3:2][N:8]1[CH2:9][CH:10]([O:12][c:13]2[cH:14][cH:15][c:16]([Br:19])[n:17][cH:18]2)[CH2:11]1. The reactants are IC1=CC=C(C=C1)C12OC(C(CO1)(CO2)CCC)C(F)(F)F (1-(4-iodophenyl)-4-n-propyl-3-trifluoromethyl-2,6,7-trioxabicyclo[2,2,2]octane), C(C)(C)(C)C12COC(OC1)(OC2)C2=CC=C(C=C2)C#CCOC (4-t-butyl-1-[4-(3-methoxyprop-1-ynyl)phenyl]-2,6,7-trioxabicyclo[2,2,2]octane). Product: COCC#CC1=CC=C(C=C1)C12OC(C(CO1)(CO2)CCC)C(F)(F)F (1-[4-(3-Methoxyprop-1-ynyl)phenyl]-4-n-propyl-3-trifluoromethyl-2,6,7-trioxabicyclo[2,2,2]octane). Reaction SMILES: I[C:2]1[CH:7]=[CH:6][C:5]([C:8]23[O:15][CH2:14][C:11]([CH2:16][CH2:17][CH3:18])([CH2:12][O:13]2)[CH:10]([C:19]([F:22])([F:21])[F:20])[O:9]3)=[CH:4][CH:3]=1.[C:23]([C:27]12CO[C:30](C3C=CC(C#CCOC)=CC=3)(OC1)[O:29][CH2:28]2)(C)(C)C>>[CH3:30][O:29][CH2:28][C:27]#[C:23][C:2]1[CH:7]=[CH:6][C:5]([C:8]23[O:13][CH2:12][C:11]([CH2:16][CH2:17][CH3:18])([CH2:14][O:15]2)[CH:10]([C:19]([F:21])([F:22])[F:20])[O:9]3)=[CH:4][CH:3]=1. Reported procedure: 1-[4-(3-Methoxyprop-1-ynyl)phenyl]-4-n-propyl-3-trifluoromethyl-2,6,7-trioxabicyclo[2,2,2]octane was prepared from 1-(4-iodophenyl)-4-n-propyl-3-trifluoromethyl-2,6,7-trioxabicyclo[2,2,2]octane and methyl propargyl ether using the methodology described in Example 3.